From a dataset of the Open Reaction Database (ORD), a public repository of structured organic reaction records. describe an organic reaction: reactants, conditions, products, and yield Starting materials: Cc1ccccc1S(=O)(=O)OCC(Cc1ccc(OCc2ccccc2)c(C(C)(C)C)c1)NC(=O)OCc1ccccc1, C[S-], CCO, CO, [Na+]. Product: CSCC(Cc1ccc(OCc2ccccc2)c(C(C)(C)C)c1)NC(=O)OCc1ccccc1. RXN SMILES: [CH2:1]([c:2]1[cH:3][cH:4][cH:5][cH:6][cH:7]1)[O:8][C:9]([NH:10][CH:11]([CH2:12][c:13]1[cH:14][c:15]([C:27]([CH3:28])([CH3:29])[CH3:30])[c:16]([O:19][CH2:20][c:21]2[cH:22][cH:23][cH:24][cH:25][cH:26]2)[cH:17][cH:18]1)[CH2:31][O:32][S:33]([c:34]1[c:35]([CH3:36])[cH:37][cH:38][cH:39][cH:40]1)(=[O:41])=[O:42])=[O:43].[CH3:44][S-:45].[CH3:47][CH2:48][OH:49].[CH3:50][OH:51].[Na+:46]>>[CH2:1]([c:2]1[cH:3][cH:4][cH:5][cH:6][cH:7]1)[O:8][C:9]([NH:10][CH:11]([CH2:12][c:13]1[cH:14][c:15]([C:27]([CH3:28])([CH3:29])[CH3:30])[c:16]([O:19][CH2:20][c:21]2[cH:22][cH:23][cH:24][cH:25][cH:26]2)[cH:17][cH:18]1)[CH2:31][S:45][CH3:44])=[O:43]. Reactants: ClC=1C=C(C=CC1F)C1=CN=C2N1C=CC(=C2F)C(C)(C)O (2-[3-(3-Chloro-4-fluorophenyl)-8-fluoroimidazo[1,2-α]pyridin-7-yl]-propan-2-ol), ClC=1C=C(C=CC1Cl)B(O)O (3,4-dichlorobenzeneboronic acid). The product is ClC=1C=C(C=CC1Cl)C1=C(C=CC(=C1)C1=CN=C2N1C=CC(=C2F)C(C)(C)O)F (2-[3-(3′,4′-dichloro-2-fluorobiphenyl-5-yl)-8-fluoroimidazo[1,2-α]pyridin-7-yl]propan-2-ol). Yield: 3.0%. As a reaction SMILES: Cl[C:2]1[CH:3]=[C:4]([C:9]2[N:13]3[CH:14]=[CH:15][C:16]([C:19]([OH:22])([CH3:21])[CH3:20])=[C:17]([F:18])[C:12]3=[N:11][CH:10]=2)[CH:5]=[CH:6][C:7]=1[F:8].[Cl:23][C:24]1[CH:25]=[C:26](B(O)O)[CH:27]=[CH:28][C:29]=1[Cl:30]>>[Cl:23][C:24]1[CH:25]=[C:26]([C:2]2[CH:3]=[C:4]([C:9]3[N:13]4[CH:14]=[CH:15][C:16]([C:19]([OH:22])([CH3:21])[CH3:20])=[C:17]([F:18])[C:12]4=[N:11][CH:10]=3)[CH:5]=[CH:6][C:7]=2[F:8])[CH:27]=[CH:28][C:29]=1[Cl:30]. Procedure: 2-[3-(3-Chloro-4-fluorophenyl)-8-fluoroimidazo[1,2-α]pyridin-7-yl]-propan-2-ol and 3,4-dichlorobenzeneboronic acid were coupled in the same way as in Example 30 to give 2-[3-(3′,4′-dichloro-2-fluorobiphenyl-5-yl)-8-fluoroimidazo[1,2-α]pyridin-7-yl]propan-2-ol as an off-white solid (4 mg, 3%): m/z (ES+) 434 [MH+]. RXN SMILES: [CH3:19][C:20](=[O:21])[O:22][C:23](=[O:24])[CH3:25].[F:1][C:2]([c:3]1[n:4][n:5][c:6]([N:8]2[C:9](=[O:16])[N:10]([CH3:15])[CH2:11][CH2:12][CH:13]2[OH:14])[s:7]1)([F:17])[F:18].[c:26]1([CH3:27])[c:28]([S:29]([OH:30])(=[O:31])=[O:32])[cH:33][cH:34][cH:35][cH:36]1.[cH:37]1[cH:38][cH:39][cH:40][cH:41][cH:42]1>>[F:1][C:2]([c:3]1[n:4][n:5][c:6]([N:8]2[C:9](=[O:16])[N:10]([CH3:15])[CH2:11][CH2:12][CH:13]2[O:14][C:20]([CH3:19])=[O:21])[s:7]1)([F:17])[F:18]. Product: CC(=O)OC1CCN(C)C(=O)N1c1nnc(C(F)(F)F)s1. Starting materials: CC(=O)OC(C)=O, CN1CCC(O)N(c2nnc(C(F)(F)F)s2)C1=O, Cc1ccccc1S(=O)(=O)O, c1ccccc1. The reactants are ClCCl, O=[Mn]=O, Cc1cc(CO)cnc1C#N. The product is Cc1cc(C=O)cnc1C#N. As a reaction SMILES: [Cl:12][CH2:13][Cl:14].[O:15]=[Mn:16]=[O:17].[OH:1][CH2:2][c:3]1[cH:4][c:5]([CH3:11])[c:6]([C:9]#[N:10])[n:7][cH:8]1>>[O:1]=[CH:2][c:3]1[cH:4][c:5]([CH3:11])[c:6]([C:9]#[N:10])[n:7][cH:8]1. Reactants: O (water), [OH-].[Na+] (sodium hydroxide), OC=1C=CC=2C3=CC(=CC=C3C3=CC=CC1C23)O (3,9-dihydroxyfluoranthene), Cl.C(C)N(CCCCl)CC (3-diethylaminopropyl chloride hydrochloride). Solvent: C1(=CC=CC=C1)C (toluene). The product is C(C)N(CCCOC=1C=CC=2C3=CC(=CC=C3C3=CC=CC1C23)OCCCN(CC)CC)CC (3,9-bis(3-diethylaminopropoxy)-fluoranthene). As a reaction SMILES: O.[OH-].[Na+].[OH:4][C:5]1[CH:6]=[CH:7][C:8]2[C:9]3[C:14]([C:15]4[C:20]=2[C:19]=1[CH:18]=[CH:17][CH:16]=4)=[CH:13][CH:12]=[C:11]([OH:21])[CH:10]=3.Cl.[CH2:23]([N:25]([CH2:30][CH3:31])[CH2:26][CH2:27][CH2:28]Cl)[CH3:24]>C1(C)C=CC=CC=1>[CH2:23]([N:25]([CH2:30][CH3:31])[CH2:26][CH2:27][CH2:28][O:4][C:5]1[CH:6]=[CH:7][C:8]2[C:9]3[C:14]([C:15]4[C:20]=2[C:19]=1[CH:18]=[CH:17][CH:16]=4)=[CH:13][CH:12]=[C:11]([O:21][CH2:28][CH2:27][CH2:26][N:25]([CH2:30][CH3:31])[CH2:23][CH3:24])[CH:10]=3)[CH3:24] |f:1.2,4.5|. Procedure: To 200 ml of water containing 16.0 g (0.4 mole) of sodium hydroxide and 15.7 g (0.067 mole) of 3,9-dihydroxyfluoranthene are added 200 ml of toluene and 27.9 g (0.15 mole) of 3-diethylaminopropyl chloride hydrochloride, and the heterogeneous reaction mixture is stirred at reflux for 24 hours. After cooling, the organic layer is washed with water, dried over magnesium sulfate, and concentrated in vacuo. The residue is crystallized from ether to give 3,9-bis(3-diethylaminopropoxy)-fluoranthene whi... Starting materials: ClC1=CC(=C(C=C1)/C=C/C(=O)C=1C=NC(=CC1)OC)F ((E)-3-(4-chloro-2-fluorophenyl)-1-(6-methoxypyridin-3-yl)prop-2-en-1-one), Cl (HCl). Solvent: O1CCOCC1 (1,4-dioxane). Yields the product ClC1=CC(=C(C=C1)/C=C/C(=O)C=1C=CC(NC1)=O)F ((E)-5-(3-(4-Chloro-2-fluorophenyl)acryloyl)pyridin-2(1H)-one). As a reaction SMILES: [Cl:1][C:2]1[CH:7]=[CH:6][C:5](/[CH:8]=[CH:9]/[C:10]([C:12]2[CH:13]=[N:14][C:15]([O:18]C)=[CH:16][CH:17]=2)=[O:11])=[C:4]([F:20])[CH:3]=1.Cl>O1CCOCC1>[Cl:1][C:2]1[CH:7]=[CH:6][C:5](/[CH:8]=[CH:9]/[C:10]([C:12]2[CH:17]=[CH:16][C:15](=[O:18])[NH:14][CH:13]=2)=[O:11])=[C:4]([F:20])[CH:3]=1. Procedure: In analogy to example 162, step 2, (E)-3-(4-chloro-2-fluorophenyl)-1-(6-methoxypyridin-3-yl)prop-2-en-1-one (example 237, step 1) was reacted with concentrated aqueous HCl in 1,4-dioxane to give the title compound as an colourless solid, MS (ESI+): m/z=278.0 [M+H]+. Yields the product Br.CC=1C=C(OCC(CNC2=C(C=CC=C2)[N+](=O)[O-])N)C=CC1 (3-(3-methylphenoxy)-N1-(2-nitrophenyl)-1,2-propanediamine hydrobromide), crude product. Solvent: ClCCl (dichloromethane), ClCCl (dichloromethane). Reactants: CC=1C=C(OCC(CNC2=C(C=CC=C2)[N+](=O)[O-])NC(OCC2=CC=CC=C2)=O)C=CC1 (benzyl 2-(3-methylphenoxy)-1-[(2-nitroanilino)methyl]ethylcarbamate), Br.C(C)(=O)O (hydrobromide acetic acid). Reaction SMILES: [CH3:1][C:2]1[CH:3]=[C:4]([CH:30]=[CH:31][CH:32]=1)[O:5][CH2:6][CH:7]([NH:19]C(=O)OCC1C=CC=CC=1)[CH2:8][NH:9][C:10]1[CH:15]=[CH:14][CH:13]=[CH:12][C:11]=1[N+:16]([O-:18])=[O:17].[BrH:33].C(O)(=O)C>ClCCl>[BrH:33].[CH3:1][C:2]1[CH:3]=[C:4]([CH:30]=[CH:31][CH:32]=1)[O:5][CH2:6][CH:7]([NH2:19])[CH2:8][NH:9][C:10]1[CH:15]=[CH:14][CH:13]=[CH:12][C:11]=1[N+:16]([O-:18])=[O:17] |f:1.2,4.5|. Procedure details: To the compound obtained in Step 2 were added 30% hydrobromide/acetic acid (1 ml) and dichloromethane (2 ml), and the mixture was stirred at 0° C. for 2 hrs. The mixture was diluted with dichloromethane, and washed with saturated aqueous sodium hydrogen carbonate. The organic layer was dried over anhydrous sodium sulfate and the solvent was evaporated to give the title compound as a crude product. Conditions: temperature 0 celsius, time 2 hour. The reactants are BrCc1ccccc1, CCOC(C)=O, c1ccc(CCCn2ccnc2C2OCCO2)cc1. Product: [Br-], c1ccc(CCC[n+]2ccn(Cc3ccccc3)c2C2OCCO2)cc1. Reaction SMILES: [Br:20][CH2:21][c:22]1[cH:23][cH:24][cH:25][cH:26][cH:27]1.[CH3:28][CH2:29][O:30][C:31](=[O:32])[CH3:33].[c:1]1([CH2:7][CH2:8][CH2:9][n:10]2[c:11]([CH:15]3[O:16][CH2:17][CH2:18][O:19]3)[n:12][cH:13][cH:14]2)[cH:2][cH:3][cH:4][cH:5][cH:6]1>>[Br-:20].[c:1]1([CH2:7][CH2:8][CH2:9][n+:10]2[c:11]([CH:15]3[O:16][CH2:17][CH2:18][O:19]3)[n:12]([CH2:21][c:22]3[cH:23][cH:24][cH:25][cH:26][cH:27]3)[cH:13][cH:14]2)[cH:2][cH:3][cH:4][cH:5][cH:6]1.